From a dataset of the Open Reaction Database (ORD), a public repository of structured organic reaction records. describe an organic reaction: reactants, conditions, products, and yield Reactants: ClC1=NC2=C(C=CC=C2C=C1CO)C ((2-Chloro-8-methylquinolin-3-yl)methanol), N1CCCC1 (pyrrolidine). Run in CCOC(=O)C (EtOAc). Product: CC=1C=CC=C2C=C(C(=NC12)N1CCCC1)CO ([8-Methyl-2-(pyrrolidin-1-yl)quinolin-3-yl]methanol). Yield: 88.0%. RXN SMILES: Cl[C:2]1[C:11]([CH2:12][OH:13])=[CH:10][C:9]2[C:4](=[C:5]([CH3:14])[CH:6]=[CH:7][CH:8]=2)[N:3]=1.[NH:15]1[CH2:19][CH2:18][CH2:17][CH2:16]1>CCOC(C)=O>[CH3:14][C:5]1[CH:6]=[CH:7][CH:8]=[C:9]2[C:4]=1[N:3]=[C:2]([N:15]1[CH2:19][CH2:18][CH2:17][CH2:16]1)[C:11]([CH2:12][OH:13])=[CH:10]2. Procedure: (2-Chloro-8-methylquinolin-3-yl)methanol (200 mg, 0.97 mmol) and pyrrolidine (2 mL) were stirred in a sealed tube at 100° C. for 4 h. After cooling, the solution was diluted with EtOAc and washed with water and brine. The organic layer was dried (MgSO4), filtered and the solvent was removed in vacuo. Purification by column chromatography on silica, eluting with 20% EtOAc in isohexane, gave the title compound (206 mg, 88%). δH (CDCl3) 7.86 (1H, s), 7.46 (1H, d, J=8.01 Hz), 7.40 (1H, d, J=7.04 Hz)...